From a dataset of the Open Reaction Database (ORD), a public repository of structured organic reaction records. describe an organic reaction: reactants, conditions, products, and yield Reactants: Cl.O(C1=CC=CC=C1)CCCNC(CC1=CC=C(C=C1)OC)(C)C (N-(3-Phenoxypropyl)-1,1-dimethyl-2-(4-methoxyphenyl)ethylamine Hydrochloride), Cl.O[C@@H](CNC(CC1=CC=C(C=C1)OC)(C)C)COC1=CC=C(C=C1)C(C)(C)C ((S)-N-[2-Hydroxy-3-(4-t-butylphenoxy)propyl]-1,1-dimethyl-2-(4-methoxyphenyl)ethylamine Hydrochloride), Cl.OC(CNC(CC1=CC=C(C=C1)OC)(C)C)COC1=C(C=CC=C1)C (N-[2-Hydroxy-3-(2-methylphenoxy)propyl]-1,1-dimethyl-2-(4-methoxyphenyl)ethylamine Hydrochloride), ( 100 ), Cl.OC(CNC(CC1=CC=C(C=C1)OC)(C)C)COC1=CC=C(C=C1)C(C)(C)C (N-[2-Hydroxy-3-(4-t-butylphenoxy)propyl]-1,1-dimethyl-2-(4-methoxyphenyl)ethylamine Hydrochloride), Cl.OC(CNC(CC1=CC=C(C=C1)OC)(C)C)COC1=C(C=CC=C1)C (N-[2-Hydroxy-3-(2-methylphenoxy)propyl]-1,1-dimethyl-2-(4-methoxyphenyl)ethylamine Hydrochloride). Yields the product Cl.OC(CNC(CC1=CC=C(C=C1)OC)(C)C)COC1=CC=C(C=C1)OCC (N-[2-hydroxy-3-(4-ethoxyphenoxy)propyl]-1,1-dimethyl-2-(4-methoxyphenyl)ethylamine Hydrochloride). As a reaction SMILES: [ClH:1].[O:2](CCCNC(C)(C)CC1C=CC(OC)=CC=1)[C:3]1C=CC=C[CH:4]=1.Cl.[OH:26][CH:27]([CH2:42][O:43][C:44]1[CH:49]=[CH:48][C:47](C(C)(C)C)=[CH:46][CH:45]=1)[CH2:28][NH:29][C:30]([CH3:41])([CH3:40])[CH2:31][C:32]1[CH:37]=[CH:36][C:35]([O:38][CH3:39])=[CH:34][CH:33]=1.Cl.O[C@H](COC1C=CC(C(C)(C)C)=CC=1)CNC(C)(C)CC1C=CC(OC)=CC=1.Cl.OC(COC1C=CC=CC=1C)CNC(C)(C)CC1C=CC(OC)=CC=1>>[ClH:1].[OH:26][CH:27]([CH2:42][O:43][C:44]1[CH:49]=[CH:48][C:47]([O:2][CH2:3][CH3:4])=[CH:46][CH:45]=1)[CH2:28][NH:29][C:30]([CH3:41])([CH3:40])[CH2:31][C:32]1[CH:37]=[CH:36][C:35]([O:38][CH3:39])=[CH:34][CH:33]=1 |f:0.1,2.3,4.5,6.7,8.9|. Procedure: GC/EI-MS, m/z (rel. int.) 358 (M-15,.1), 253 (17), 252 (100), 163 (6), 121 (21), 114 (8), 108 (8). Starting materials: C1CCOC1, Fc1ccc(-c2ccnc(NC3=NCC4(CN5CCC4CC5)O3)c2)cn1, O=C(OO)c1cccc(Cl)c1. The product is [O-][N+]12CCC(CC1)C1(CN=C(Nc3cc(-c4ccc(F)nc4)ccn3)O1)C2. As a reaction SMILES: [CH2:38]1[O:39][CH2:40][CH2:41][CH2:42]1.[F:1][c:2]1[cH:3][cH:4][c:5](-[c:8]2[cH:9][c:10]([NH:14][C:15]3=[N:19][CH2:18][C:17]4([O:16]3)[CH2:20][N:21]3[CH2:22][CH2:23][CH:24]4[CH2:25][CH2:26]3)[n:11][cH:12][cH:13]2)[cH:6][n:7]1.[OH:27][O:28][C:29]([c:30]1[cH:31][c:32]([Cl:33])[cH:34][cH:35][cH:36]1)=[O:37]>>[F:1][c:2]1[cH:3][cH:4][c:5](-[c:8]2[cH:9][c:10]([NH:14][C:15]3=[N:19][CH2:18][C:17]4([O:16]3)[CH2:20][N+:21]3([O-:27])[CH2:22][CH2:23][CH:24]4[CH2:25][CH2:26]3)[n:11][cH:12][cH:13]2)[cH:6][n:7]1. Starting materials: Nc1ccc2c(c1)C=CC(NCc1ccccc1)CC2, O=N[O-], N, [Na+], O, O=S(=O)(O)O. Yields the product Oc1ccc2c(c1)C=CC(NCc1ccccc1)CC2. RXN SMILES: [CH2:5]([c:6]1[cH:7][cH:8][cH:9][cH:10][cH:11]1)[NH:12][CH:13]1[CH2:14][CH2:15][c:16]2[c:17]([cH:20][c:21]([NH2:24])[cH:22][cH:23]2)[CH:18]=[CH:19]1.[N:1](=[O:2])[O-:3].[NH3:25].[Na+:4].[OH2:31].[S:26](=[O:27])(=[O:28])([OH:29])[OH:30]>>[OH:2][c:21]1[cH:20][c:17]2[c:16]([cH:23][cH:22]1)[CH2:15][CH2:14][CH:13]([NH:12][CH2:5][c:6]1[cH:7][cH:8][cH:9][cH:10][cH:11]1)[CH:19]=[CH:18]2. Reactants: C12(CC3CC(CC(C1)C3)C2)C2=C(C=C3C=CC(=CC3=C2)C2=CC=C(C(=O)OCC=C)C=C2)O (allyl 4-[7-(1-adamantyl)-6-hydroxy-2-naphthyl]benzoate), BrCCCCC(=O)OCC (ethyl 5-bromovalerate). Product: C12(CC3CC(CC(C1)C3)C2)C2=C(C=C3C=CC(=CC3=C2)C2=CC=C(C(=O)OCC=C)C=C2)OCCCCC(=O)OCC (allyl 4-[7-(1-adamantyl)-6-ethoxycarbonylbutyloxy-2-naphthyl]benzoate). Isolated yield 60.8%. As a reaction SMILES: [C:1]12([C:11]3[CH:20]=[C:19]4[C:14]([CH:15]=[CH:16][C:17]([C:21]5[CH:32]=[CH:31][C:24]([C:25]([O:27][CH2:28][CH:29]=[CH2:30])=[O:26])=[CH:23][CH:22]=5)=[CH:18]4)=[CH:13][C:12]=3[OH:33])[CH2:10][CH:5]3[CH2:6][CH:7]([CH2:9][CH:3]([CH2:4]3)[CH2:2]1)[CH2:8]2.Br[CH2:35][CH2:36][CH2:37][CH2:38][C:39]([O:41][CH2:42][CH3:43])=[O:40]>>[C:1]12([C:11]3[CH:20]=[C:19]4[C:14]([CH:15]=[CH:16][C:17]([C:21]5[CH:22]=[CH:23][C:24]([C:25]([O:27][CH2:28][CH:29]=[CH2:30])=[O:26])=[CH:31][CH:32]=5)=[CH:18]4)=[CH:13][C:12]=3[O:33][CH2:35][CH2:36][CH2:37][CH2:38][C:39]([O:41][CH2:42][CH3:43])=[O:40])[CH2:8][CH:7]3[CH2:9][CH:3]([CH2:4][CH:5]([CH2:6]3)[CH2:10]1)[CH2:2]2. Procedure details: Following the procedure of Example 12(a), but reacting 2 g (4.5 mmol) of allyl 4-[7-(1-adamantyl)-6-hydroxy-2-naphthyl]benzoate with 1.4 g (6.7 mmol) of ethyl 5-bromovalerate, 1.55 g (59%) of the expected compound was obtained, which compound had a melting point of 117°-8° C. The reactants are Cl.Cl.Cl.[N+](=O)([O-])C1=CC=C(C(=O)O[C@@H]2C[C@H](C3=C2N=CN=C3N3CC2(CCN(CC2)CC2=CC=CC=C2)C2=C(C=CC=C32)CN)C)C=C1 ((5R,7R)-4-(4-(aminomethyl)-1′-benzylspiro[indoline-3,4′-piperidine]-1-yl)-5-methyl-6,7-dihydro-5H-cyclopenta[d]pyrimidin-7-yl 4-nitrobenzoate trihydrochloride), CC(=O)C (acetone). Yields the product [N+](=O)([O-])C1=CC=C(C(=O)O[C@@H]2C[C@H](C3=C2N=CN=C3N3CC2(CCN(CC2)CC2=CC=CC=C2)C2=C(C=CC=C32)CNC(C)C)C)C=C1 ((5R,7R)-4-(1′-benzyl-4-((isopropylamino)methyl)spiro[indoline-3,4′-piperidine]-1-yl)-5-methyl-6,7-dihydro-5H-cyclopenta[d]pyrimidin-7-yl 4-nitrobenzoate). As a reaction SMILES: Cl.Cl.Cl.[N+:4]([C:7]1[CH:48]=[CH:47][C:10]([C:11]([O:13][C@H:14]2[C:18]3[N:19]=[CH:20][N:21]=[C:22]([N:23]4[C:43]5[C:38](=[C:39]([CH2:44][NH2:45])[CH:40]=[CH:41][CH:42]=5)[C:25]5([CH2:30][CH2:29][N:28]([CH2:31][C:32]6[CH:37]=[CH:36][CH:35]=[CH:34][CH:33]=6)[CH2:27][CH2:26]5)[CH2:24]4)[C:17]=3[C@H:16]([CH3:46])[CH2:15]2)=[O:12])=[CH:9][CH:8]=1)([O-:6])=[O:5].[CH3:49][C:50]([CH3:52])=O>>[N+:4]([C:7]1[CH:8]=[CH:9][C:10]([C:11]([O:13][C@H:14]2[C:18]3[N:19]=[CH:20][N:21]=[C:22]([N:23]4[C:43]5[C:38](=[C:39]([CH2:44][NH:45][CH:50]([CH3:52])[CH3:49])[CH:40]=[CH:41][CH:42]=5)[C:25]5([CH2:30][CH2:29][N:28]([CH2:31][C:32]6[CH:37]=[CH:36][CH:35]=[CH:34][CH:33]=6)[CH2:27][CH2:26]5)[CH2:24]4)[C:17]=3[C@H:16]([CH3:46])[CH2:15]2)=[O:12])=[CH:47][CH:48]=1)([O-:6])=[O:5] |f:0.1.2.3|. Procedure details: (5R,7R)-4-(1′-benzyl-4-((isopropylamino)methyl)spiro[indoline-3,4′-piperidine]-1-yl)-5-methyl-6,7-dihydro-5H-cyclopenta[d]pyrimidin-7-yl 4-nitrobenzoate was prepared by the procedures described in Example 18, substituting (5R,7R)-4-(5-chlorospiro[indoline-3,4′-piperidine]-1-yl)-5-methyl-6,7-dihydro-5H-cyclopenta[d]pyrimidin-7-01 dihydrochloride with (5R,7R)-4-(4-(aminomethyl)-1′-benzylspiro[indoline-3,4′-piperidine]-1-yl)-5-methyl-6,7-dihydro-5H-cyclopenta[d]pyrimidin-7-yl 4-nitrobenzoate trihyd...